From a dataset of the Open Reaction Database (ORD), a public repository of structured organic reaction records. describe an organic reaction: reactants, conditions, products, and yield Starting materials: C[O-], CSC(C#N)c1cccc(Oc2ccccc2)c1, CI, CO, [Cl-], [NH4+], [Na+]. As a reaction SMILES: [CH3:19][O-:20].[CH3:1][S:2][CH:3]([C:4]#[N:5])[c:6]1[cH:7][c:8]([O:12][c:13]2[cH:14][cH:15][cH:16][cH:17][cH:18]2)[cH:9][cH:10][cH:11]1.[CH3:22][I:23].[CH3:26][OH:27].[Cl-:24].[NH4+:25].[Na+:21]>>[CH3:1][S:2][C:3]([C:4]#[N:5])([c:6]1[cH:7][c:8]([O:12][c:13]2[cH:14][cH:15][cH:16][cH:17][cH:18]2)[cH:9][cH:10][cH:11]1)[CH3:19]. Yields the product CSC(C)(C#N)c1cccc(Oc2ccccc2)c1. Reactants: CN(C)C=O, N#Cc1cc(F)c(Cl)nc1Cl, OCC(F)(F)F, [H-], [Na+], O. Yields the product N#Cc1cc(F)c(Cl)nc1OCC(F)(F)F. Reaction SMILES: [CH3:21][N:22]([CH3:23])[CH:24]=[O:25].[Cl:1][c:2]1[c:3]([C:4]#[N:5])[cH:6][c:7]([F:11])[c:8]([Cl:10])[n:9]1.[F:12][C:13]([CH2:14][OH:15])([F:16])[F:17].[H-:19].[Na+:18].[OH2:20]>>[c:2]1([O:15][CH2:14][C:13]([F:12])([F:16])[F:17])[c:3]([C:4]#[N:5])[cH:6][c:7]([F:11])[c:8]([Cl:10])[n:9]1. Reactants: [Al+3], O=C([O-])C(O)C(O)C(=O)[O-], COC(=O)c1ccc(CN2CCN(C)CC2)cc1, Cc1ccccc1, CC#N, COC(C)(C)C, [Cl-], [Cl-], [Cl-], [K+], Cc1ccc(N)cc1N, [Na+], [Na+], O=C([O-])O. Yields the product Cc1ccc(NC(=O)c2ccc(CN3CCN(C)CC3)cc2)cc1N. RXN SMILES: [Al+3:2].[C:32]([CH:33]([CH:34]([C:35]([O-:36])=[O:37])[OH:38])[OH:39])([O-:40])=[O:41].[CH3:14][O:15][C:16]([c:17]1[cH:18][cH:19][c:20]([CH2:23][N:24]2[CH2:25][CH2:26][N:27]([CH3:30])[CH2:28][CH2:29]2)[cH:21][cH:22]1)=[O:31].[CH3:49][c:50]1[cH:51][cH:52][cH:53][cH:54][cH:55]1.[CH3:56][C:57]#[N:58].[CH3:59][O:60][C:61]([CH3:62])([CH3:63])[CH3:64].[Cl-:1].[Cl-:3].[Cl-:4].[K+:43].[NH2:5][c:6]1[cH:7][c:8]([NH2:9])[cH:10][cH:11][c:12]1[CH3:13].[Na+:42].[Na+:48].[O-:44][C:45]([OH:46])=[O:47]>>[NH2:5][c:6]1[cH:7][c:8]([NH:9][C:16](=[O:15])[c:17]2[cH:18][cH:19][c:20]([CH2:23][N:24]3[CH2:25][CH2:26][N:27]([CH3:30])[CH2:28][CH2:29]3)[cH:21][cH:22]2)[cH:10][cH:11][c:12]1[CH3:13].